This data is from the Open Reaction Database (ORD), a public repository of structured organic reaction records. The task is: describe an organic reaction: reactants, conditions, products, and yield RXN SMILES: [CH3:32][c:33]1[cH:34][cH:35][cH:36][cH:37][cH:38]1.[NH2:1][CH:2]1[CH:3]([OH:14])[CH2:4][c:5]2[cH:6][cH:7][c:8]([N+:11](=[O:12])[O-:13])[cH:9][c:10]21.[Na+:16].[OH-:15].[c:17]1(-[c:26]2[cH:27][cH:28][cH:29][cH:30][cH:31]2)[cH:18][cH:19][c:20]([C:23](=[O:24])[Cl:25])[cH:21][cH:22]1>>[NH:1]([CH:2]1[CH:3]([OH:14])[CH2:4][c:5]2[cH:6][cH:7][c:8]([N+:11](=[O:12])[O-:13])[cH:9][c:10]21)[C:23]([c:20]1[cH:19][cH:18][c:17](-[c:26]2[cH:27][cH:28][cH:29][cH:30][cH:31]2)[cH:22][cH:21]1)=[O:24]. Product: O=C(NC1c2cc([N+](=O)[O-])ccc2CC1O)c1ccc(-c2ccccc2)cc1. Starting materials: Cc1ccccc1, NC1c2cc([N+](=O)[O-])ccc2CC1O, [Na+], [OH-], O=C(Cl)c1ccc(-c2ccccc2)cc1. Reactants: C(C)(=O)[C@@H]1C[C@@H](CC[C@@H]1NC(=O)OCC1=CC=CC=C1)NC(OC(C)(C)C)=O (Tert-butyl (1R,3R,4S)-3-acetyl-4-benzyloxycarbonylaminocyclohexylcarbamate). Reagents/catalysts: [Pd].[O-]S(=O)(=O)[O-].[Ba+2] (Pd BaSO4). The solvent is CO (MeOH). Reaction conditions: time 2 hour. Yields the product C(C)(=O)[C@@H]1C[C@@H](CC[C@@H]1N)NC(OC(C)(C)C)=O (tert-butyl (1R,3R,4S)-3-acetyl-4-aminocyclohexylcarbamate). Yield: 109.2%. Reaction SMILES: [C:1]([C@H:4]1[C@@H:9]([NH:10]C(OCC2C=CC=CC=2)=O)[CH2:8][CH2:7][C@@H:6]([NH:21][C:22](=[O:28])[O:23][C:24]([CH3:27])([CH3:26])[CH3:25])[CH2:5]1)(=[O:3])[CH3:2]>CO.[Pd].[O-]S([O-])(=O)=O.[Ba+2]>[C:1]([C@H:4]1[C@@H:9]([NH2:10])[CH2:8][CH2:7][C@@H:6]([NH:21][C:22](=[O:28])[O:23][C:24]([CH3:27])([CH3:26])[CH3:25])[CH2:5]1)(=[O:3])[CH3:2] |f:2.3.4|. Procedure details: Tert-butyl (1R,3R,4S)-3-acetyl-4-benzyloxycarbonylaminocyclohexylcarbamate (600 mg) in MeOH (5 mL) was charged with 5% Pd/BaSO4 (300 mg). The reaction flask was evacuated and then back-filled with hydrogen; this was repeated three more times. The reaction was stirred under 1 atm of H2 for 2 h and then filtered and concentrated to provide tert-butyl (1R,3R,4S)-3-acetyl-4-aminocyclohexylcarbamate (430 mg). MS (ES+)=279.2 (M+H)+. Starting materials: [OH-].[Na+] (NaOH), COC(=O)C=1N=C(C2=CC(=CC=C2C1O)OC1=CC=CC=C1)C#N (1-cyano-4-hydroxy-7-phenoxy-isoquinoline-3-carboxylic acid methyl ester), Cl.N[C@@H](CC(=O)O)CC1=CC=CC=C1 ((R)-3-amino-4-phenyl-butyric acid HCl salt), C[O-].[Na+] (NaOMe), Cl (Hydrochloric acid). Solvent: COCCO (2-methoxyethanol), CO (MeOH). Yields the product C(#N)C1=NC(=C(C2=CC=C(C=C12)OC1=CC=CC=C1)O)C(=O)N[C@@H](CC(=O)O)CC1=CC=CC=C1 ((R)-3-[(1-Cyano-4-hydroxy-7-phenoxy-isoquinoline-3-carbonyl)-amino]-4-phenyl-butyric acid). The yield is 56.5%. Reaction SMILES: CO[C:3]([C:5]1[N:6]=[C:7]([C:23]#[N:24])[C:8]2[C:13]([C:14]=1[OH:15])=[CH:12][CH:11]=[C:10]([O:16][C:17]1[CH:22]=[CH:21][CH:20]=[CH:19][CH:18]=1)[CH:9]=2)=[O:4].Cl.[NH2:26][C@H:27]([CH2:32][C:33]1[CH:38]=[CH:37][CH:36]=[CH:35][CH:34]=1)[CH2:28][C:29]([OH:31])=[O:30].C[O-].[Na+].[OH-].[Na+].Cl>COCCO.CO>[C:23]([C:7]1[C:8]2[C:13](=[CH:12][CH:11]=[C:10]([O:16][C:17]3[CH:18]=[CH:19][CH:20]=[CH:21][CH:22]=3)[CH:9]=2)[C:14]([OH:15])=[C:5]([C:3]([NH:26][C@H:27]([CH2:32][C:33]2[CH:38]=[CH:37][CH:36]=[CH:35][CH:34]=2)[CH2:28][C:29]([OH:31])=[O:30])=[O:4])[N:6]=1)#[N:24] |f:1.2,3.4,5.6|. Procedure: A mixture of 1-cyano-4-hydroxy-7-phenoxy-isoquinoline-3-carboxylic acid methyl ester (40 mg, 0.125 mmol), (R)-3-amino-4-phenyl-butyric acid HCl salt (270 mg, 1.25 mmol) (PepTech Corporation), and NaOMe (101 mg, 1.88 mmol) in 2-methoxyethanol (10 mL) was refluxed for 1.5 h. The resulting mixture was concentrated in vacuo, and the residue was partitioned between EtOAc and water. Hydrochloric acid (1 M) was added with vigorous stirring until pH ˜2. The organic layer was dried over MgSO4 and concent... Starting materials: OC1=CC(=C(C(=C1)C)C(C)=O)C (1-(4-hydroxy-2,6-dimethylphenyl)ethanone), N1=C(C=NC=C1)S (pyrazine-2-thiol), [OH-].[K+] (potassium hydroxide). Reagents/catalysts: [Cu-]=O (copper(I) oxide). The solvent is CN(C)C=O (DMF), O (H2O). The product is CC1=C(C(=CC(=C1)SC1=NC=CN=C1)C)C(C)=O (1-(2,6-Dimethyl-4-(pyrazin-2-ylthio)phenyl)ethanone). Isolated yield 25.0%. Reaction SMILES: O[C:2]1[CH:7]=[C:6]([CH3:8])[C:5]([C:9](=[O:11])[CH3:10])=[C:4]([CH3:12])[CH:3]=1.[N:13]1[CH:18]=[CH:17][N:16]=[CH:15][C:14]=1[SH:19].[OH-].[K+]>CN(C=O)C.O.[Cu-]=O>[CH3:8][C:6]1[CH:7]=[C:2]([S:19][C:14]2[CH:15]=[N:16][CH:17]=[CH:18][N:13]=2)[CH:3]=[C:4]([CH3:12])[C:5]=1[C:9](=[O:11])[CH3:10] |f:2.3|. Procedure details: A mixture of 1-(4-iodo-2,6-dimethylphenyl)ethanone (4-2, 3.20 g, 11.7 mmol), pyrazine-2-thiol (11-1, 1.96 g, 17.5 mmol), copper(I) oxide (83.5 mg, 0.6 mmol), and potassium hydroxide (1.64 g, 29.2 mmol) in DMF (9.6 mL) and H2O (2.4 mL) was heated at reflux for 24 h. The mixture was quenched with H2O (10 mL) and extracted with ether (2×50 mL). The organic layer was collected, dried over MgSO4(s), and concentrated under reduced pressure. The residue was purified by column chromatography on silica g... Reactants: C([O-])([O-])=O.[K+].[K+] (Potassium carbonate), Cl.NO (hydroxylamine hydrochloride), C(#N)C1(CCC1)NS(=O)C(C)(C)C (N-(1-cyanocyclobutyl)-2-methylpropane-2-sulfinamide). Run in CCO (EtOH). Conditions: temperature 60 celsius. Product: CC(C)(S(=O)NC1(CCC1)/C(/N)=N/O)C ((Z)-1-(1,1-dimethylethylsulfinamido)-N′-hydroxycyclobutanecarboximidamide). Isolated yield 52.4%. RXN SMILES: C(=O)([O-])[O-].[K+].[K+].Cl.[NH2:8][OH:9].[C:10]([C:12]1([NH:16][S:17]([C:19]([CH3:22])([CH3:21])[CH3:20])=[O:18])[CH2:15][CH2:14][CH2:13]1)#[N:11]>CCO>[CH3:20][C:19]([CH3:22])([S:17]([NH:16][C:12]1(/[C:10](=[N:8]/[OH:9])/[NH2:11])[CH2:13][CH2:14][CH2:15]1)=[O:18])[CH3:21] |f:0.1.2,3.4|. Procedure: Potassium carbonate (1.38 g, 9.98 mmol) was added to a stirring solution of hydroxylamine hydrochloride (347 mg, 4.99 mmol) and N-(1-cyanocyclobutyl)-2-methylpropane-2-sulfinamide (500 mg, 2.50 mmol) in EtOH (8 ml) at rt. The reaction was then heated to 60° C. for 16 h. The mixture was then concentrated and the resulting residue was diluted with EtOAc and washed with H2O followed by sat NaCl (aq). The organic phase was dried over Na2SO4, filtered and concentrated to give the expected product (Z)... Reactants: C(C)(=O)N (acetamide), C(O)([O-])=O.[Na+] (sodium hydrogen carbonate), BrCC(C(=O)OCC)=O (ethyl bromopyruvate). The solvent is O1CCCC1 (tetrahydrofuran). Reaction conditions: temperature 85 celsius. Product: CC=1OC=C(N1)C(=O)OCC (ethyl 2-methyloxazole-4-carboxylate). Isolated yield 44.4%. As a reaction SMILES: [C:1]([NH2:4])(=[O:3])[CH3:2].C(=O)([O-])O.[Na+].Br[CH2:11][C:12](=O)[C:13]([O:15][CH2:16][CH3:17])=[O:14]>O1CCCC1>[CH3:2][C:1]1[O:3][CH:11]=[C:12]([C:13]([O:15][CH2:16][CH3:17])=[O:14])[N:4]=1 |f:1.2|. Procedure: To a solution of acetamide (4.0 g) in tetrahydrofuran (300 ml) was added sodium hydrogen carbonate (28.4 g), followed by addition of 80% ethyl bromopyruvate (21.5 g) at 0° C. The mixture was heated at 85° C. overnight, the temperature was returned to room temperature, the insolubles were filtered using Celite and the solvent was evaporated under reduced pressure. The resulting residue was dissolved in tetrahydrofuran (150 ml), and to the solution was added dropwise trifluoroacetic anhydride at 0...